Dataset: the Open Reaction Database (ORD), a public repository of structured organic reaction records. Task: describe an organic reaction: reactants, conditions, products, and yield Reactants: CN(C=O)C (N,N-dimethylformamide), ClC1=CC=C(CN2C(N=C(N=C2)N2CCNCC2)=O)C=C1 (1-(4-chlorobenzyl)-4-(piperazin-1-yl)-1,3,5-triazin-2(1H)-one), ClC1=NC=C(C=C1)[N+](=O)[O-] (2-chloro-5-nitropyridine), C([O-])([O-])=O.[K+].[K+] (potassium carbonate). Run in C(C)(=O)OCC (ethyl acetate), O (water). Conditions: temperature 100 celsius, time 1 hour. Product: ClC1=CC=C(CN2C(N=C(N=C2)N2CCN(CC2)C2=NC=C(C=C2)[N+](=O)[O-])=O)C=C1 (1-(4-Chlorobenzyl)-4-[4-(5-nitropyridin-2-yl)piperazin-1-yl]-1,3,5-triazin-2(1H)-one). Yield: 4.9%. Reaction SMILES: CN(C)C=O.[Cl:6][C:7]1[CH:26]=[CH:25][C:10]([CH2:11][N:12]2[CH:17]=[N:16][C:15]([N:18]3[CH2:23][CH2:22][NH:21][CH2:20][CH2:19]3)=[N:14][C:13]2=[O:24])=[CH:9][CH:8]=1.Cl[C:28]1[CH:33]=[CH:32][C:31]([N+:34]([O-:36])=[O:35])=[CH:30][N:29]=1.C(=O)([O-])[O-].[K+].[K+]>C(OCC)(=O)C.O>[Cl:6][C:7]1[CH:26]=[CH:25][C:10]([CH2:11][N:12]2[CH:17]=[N:16][C:15]([N:18]3[CH2:23][CH2:22][N:21]([C:28]4[CH:33]=[CH:32][C:31]([N+:34]([O-:36])=[O:35])=[CH:30][N:29]=4)[CH2:20][CH2:19]3)=[N:14][C:13]2=[O:24])=[CH:9][CH:8]=1 |f:3.4.5|. Reported procedure: An N,N-dimethylformamide suspension (1 mL) of 1-(4-chlorobenzyl)-4-(piperazin-1-yl)-1,3,5-triazin-2(1H)-one (31 mg, 0.10 mmol) synthesized in Reference Synthesis Example 9, 2-chloro-5-nitropyridine (16 mg, 0.10 mmol) and potassium carbonate (18 mg, 0.20 mmol) was stirred at 100° C. for 1 hour. After the completion of the reaction, water was added to the reaction solution and extraction with ethyl acetate from the resultant reaction solution was performed three times. The organic layer was washed... Starting materials: OCc1cccc(Br)c1, CC(C)(C)[Si](Cl)(c1ccccc1)c1ccccc1, CN(C)C=O, O, c1c[nH]cn1. Yields the product CC(C)(C)[Si](OCc1cccc(Br)c1)(c1ccccc1)c1ccccc1. RXN SMILES: [Br:1][c:2]1[cH:3][c:4]([CH2:5][OH:6])[cH:7][cH:8][cH:9]1.[C:10]([CH3:11])([CH3:12])([CH3:13])[Si:14]([c:15]1[cH:16][cH:17][cH:18][cH:19][cH:20]1)([c:21]1[cH:22][cH:23][cH:24][cH:25][cH:26]1)[Cl:27].[CH3:33][N:34]([CH3:35])[CH:36]=[O:37].[OH2:38].[nH:28]1[cH:29][cH:30][n:31][cH:32]1>>[Br:1][c:2]1[cH:3][c:4]([CH2:5][O:6][Si:14]([C:10]([CH3:11])([CH3:12])[CH3:13])([c:15]2[cH:16][cH:17][cH:18][cH:19][cH:20]2)[c:21]2[cH:22][cH:23][cH:24][cH:25][cH:26]2)[cH:7][cH:8][cH:9]1.